Dataset: the Open Reaction Database (ORD), a public repository of structured organic reaction records. Task: describe an organic reaction: reactants, conditions, products, and yield Starting materials: N,N,-dicyclohexylcarbodiimide, solution, C(CCCCCCCCC)N1CCNCC1 (N-decylpiperazine), C(C)(C)(C)OC(=O)N(CC(=O)O)C1=CC=CC=C1 (N-t-butoxycarbonylphenylglycine), C(O)([O-])=O.[Na+] (sodium hydrogen carbonate). The reagents and catalysts are CN(C1=CC=NC=C1)C (4-dimethylaminopyridine). As a reaction SMILES: [CH2:1]([N:11]1[CH2:16][CH2:15][NH:14][CH2:13][CH2:12]1)[CH2:2][CH2:3][CH2:4][CH2:5][CH2:6][CH2:7][CH2:8][CH2:9][CH3:10].[C:17]([O:21][C:22]([N:24]([C:29]1[CH:34]=[CH:33][CH:32]=[CH:31][CH:30]=1)[CH2:25][C:26](O)=[O:27])=[O:23])([CH3:20])([CH3:19])[CH3:18].C(=O)([O-])O.[Na+]>CN(C)C1C=CN=CC=1.C(Cl)Cl>[C:17]([O:21][C:22]([N:24]([C:29]1[CH:30]=[CH:31][CH:32]=[CH:33][CH:34]=1)[CH2:25][C:26]([N:14]1[CH2:13][CH2:12][N:11]([CH2:1][CH2:2][CH2:3][CH2:4][CH2:5][CH2:6][CH2:7][CH2:8][CH2:9][CH3:10])[CH2:16][CH2:15]1)=[O:27])=[O:23])([CH3:20])([CH3:18])[CH3:19] |f:2.3|. Run in C(Cl)Cl (methylene chloride). The product is C(C)(C)(C)OC(=O)N(CC(=O)N1CCN(CC1)CCCCCCCCCC)C1=CC=CC=C1 (1-(N-t-butoxycarbonylphenylglycyl)-4-decylpiperazine). Conditions: time 12 hour. The yield is 82.9%. Procedure details: A 2.3 g (8.64 mmoles) quantity of N,N,-dicyclohexylcarbodiimide was added to 20 ml of a solution of 2.0 g (7.35 mmoles) of N-decylpiperazine, 1.9 g (7.56 mmoles) of N-t-butoxycarbonylphenylglycine, 1.3 g (15.5 mmoles) of sodium hydrogen carbonate and 122 mg (1.0 mmole) of 4-dimethylaminopyridine in anhydrous methylene chloride. The mixture was stirred at room temperature for 12 hours. The precipitated crystals were collected by filtration and washed with methylene chloride. Mother liquor and the... Solvent: C([O-])([O-])=O.[K+].[K+] (potassium carbonate). RXN SMILES: [N:1]1C=CC=CC=1C1C(=O)NN=CC=1.NN.[N:16]1[CH:21]=[CH:20][C:19]([C:22]2[N:27]=[N:26][C:25]([OH:28])=[CH:24][CH:23]=2)=[CH:18][CH:17]=1.O.NN>C(=O)([O-])[O-].[K+].[K+]>[NH2:1][C:24]1[C:25](=[O:28])[NH:26][N:27]=[C:22]([C:19]2[CH:18]=[CH:17][N:16]=[CH:21][CH:20]=2)[CH:23]=1 |f:3.4,5.6.7|. The reactants are O.NN (hydrazine hydrate), N1=C(C=CC=C1)C=1C(NN=CC1)=O (4-pyridinyl-3(2H)-pyridazinone), N1=CC=C(C=C1)C=1C=CC(NN1)=O (6-(4-pyridinyl)-3(2H)-pyridazinone), O.NN (hydrazine hydrate), NN (hydrazine), N1=CC=C(C=C1)C1=CC=C(N=N1)O (6-(4-pyridinyl)-3-pyridazinol), N1=CC=C(C=C1)C=1C=CC(NN1)=O (6-(4-pyridinyl)-3(2H)-pyridazinone). The yield is 69.0%. Reported procedure: G-2. 4-Amino-6-(4-pyridinyl-3(2H)-pyridazinone--The following procedure describes the preparation of the entitled compound by reacting hydrazine with 6-(4-pyridinyl)-3(2H)-puridazinone, the tautomeric form of 6-(4-pyridinyl)-3-pyridazinol. A mixture containing 10 g. of 6-(4-pyridinyl)-3(2H)-pyridazinone and 70 ml. of hydrazine hydrate was heated on a steam bath for 3 days and the excess hydrazine distilled off in vacuo. The remaining residue was heated with about 300 ml. of methanol and the soli... Yields the product NC=1C(NN=C(C1)C1=CC=NC=C1)=O (4-amino-6-(4-pyridinyl)-3(2H)-pyridazinone). Starting materials: C(O)([O-])=O.[Na+] (sodium hydrogen carbonate), C(C1=CC=CO1)O (furfuryl alcohol), C(C1=CC=CO1)O (furfuryl alcohol), C(O)([O-])=O.[Na+] (sodium hydrogen carbonate), C(C)(=O)[O-].[Na+] (sodium acetate), BrN1C(CCC1=O)=O (N-bromosuccinimide), C(C)(=O)OC(C)=O (acetic anhydride). Run in C1CCOC1 (THF), O (water). Conditions: time 40 minute. Yields the product C(C)(=O)OC1OCC(C=C1)=O (5,6-dihydro-5-oxo-2H-pyran-2-yl acetate). Isolated yield 42.6%. Reaction SMILES: [CH2:1]([OH:7])[C:2]1[O:6][CH:5]=[CH:4][CH:3]=1.C(=O)([O-])O.[Na+].[C:13]([O-:16])(=[O:15])[CH3:14].[Na+].BrN1C(=O)CCC1=O.C(OC(=O)C)(=O)C>O.C1COCC1>[C:13]([O:16][CH:5]1[CH:4]=[CH:3][C:1](=[O:7])[CH2:2][O:6]1)(=[O:15])[CH3:14] |f:1.2,3.4|. Procedure: 500 g (5.10 mol) of furfuryl alcohol (Compound 1) was dissolved in 1.65 L of water and 6.6 L of THF in a nitrogen gas stream and cooled to 0° C. or lower. To this, a mixture of 855 g (10.2 mol) of sodium hydrogen carbonate, 418 g (5.10 mol) of sodium acetate and 953 g (5.35 mol) of N-bromosuccinimide was added by spending 40 minutes. Thereafter, the resultant was agitated for an hour, and 2,083 g (20.4 mol) of acetic anhydride was added at 0° C. or lower. Then, the resultant was heated to room t... Reactants: CC=C(C=CCO)CC, ClCCl, O=C1NC(=O)c2ccccc21, CCOC(=O)N=NC(=O)OCC, C1CCOC1, c1ccc(P(c2ccccc2)c2ccccc2)cc1. Yields the product CC=C(C=CCN1C(=O)c2ccccc2C1=O)CC. As a reaction SMILES: [CH2:1]([CH3:2])[C:3]([CH:4]=[CH:5][CH2:6][OH:7])=[CH:8][CH3:9].[Cl:57][CH2:58][Cl:59].[O:29]=[C:30]1[NH:31][C:32](=[O:33])[c:34]2[cH:35][cH:36][cH:37][cH:38][c:39]21.[O:40]=[C:41]([O:42][CH2:43][CH3:44])[N:45]=[N:46][C:47]([O:48][CH2:49][CH3:50])=[O:51].[O:52]1[CH2:53][CH2:54][CH2:55][CH2:56]1.[c:10]1([P:11]([c:12]2[cH:13][cH:14][cH:15][cH:16][cH:17]2)[c:18]2[cH:19][cH:20][cH:21][cH:22][cH:23]2)[cH:24][cH:25][cH:26][cH:27][cH:28]1>>[CH2:1]([CH3:2])[C:3]([CH:4]=[CH:5][CH2:6][N:31]1[C:30](=[O:29])[c:39]2[c:34]([cH:35][cH:36][cH:37][cH:38]2)[C:32]1=[O:33])=[CH:8][CH3:9]. Reactants: CC=1N=CC=2N(C=3C=CC=CC3C2N1)S(=O)(=O)C1=CC=C(C)C=C1 (2-methyl-5-tosyl-5H-pyrimido-[5,4-b]indole), [Na] (sodium), P(=O)(O)(O)[O-].[Na+] (sodium dihydrogen phosphate). Run in C(C)O (ethanol), C(C)O (ethanol). Product: CC=1N=CC=2NC=3C=CC=CC3C2N1 (2-methyl-5H-pyrimido[5,4-b]indole). Reaction SMILES: [CH3:1][C:2]1[N:3]=[CH:4][C:5]2[N:6](S(C3C=CC(C)=CC=3)(=O)=O)[C:7]3[CH:8]=[CH:9][CH:10]=[CH:11][C:12]=3[C:13]=2[N:14]=1.[Na].P([O-])(O)(O)=O.[Na+]>C(O)C>[CH3:1][C:2]1[N:3]=[CH:4][C:5]2[NH:6][C:7]3[CH:8]=[CH:9][CH:10]=[CH:11][C:12]=3[C:13]=2[N:14]=1 |f:2.3,^1:24|. Procedure: The residue (2-methyl-5-tosyl-5H-pyrimido-[5,4-b]indole) is taken up in 100 ml of ethanol and combined with a solution of 1.4 g of sodium in 90 ml of ethanol. The mixture is refluxed for 2 hours. Then the mixture is poured into an aqueous sodium dihydrogen phosphate solution. The aqueous phase is extracted by shaking with methylene chloride. The methylene chloride extracts are washed with saturated sodium chloride solution, dried, and evaporated. The residue is chromatographed with a mixture of ...